Dataset: the Open Reaction Database (ORD), a public repository of structured organic reaction records. Task: describe an organic reaction: reactants, conditions, products, and yield Starting materials: C1=CC=CC=2OCC3C(C21)(CC=CC3)C(=O)OCC (Ethyl 6,6a,7,10-tetrahydro-10aH-dibenzo[b,d]pyran-10a-carboxylate), C[Si]([O-])(C)C.[K+] (potassium trimethylsilanolate), C1CCOC1 (THF). Product: C(C)C1=CC=CC=2OCC3C(C21)(CC=CC3)C(=O)O (Ethyl 6,6a,7,10-tetrahydro-10aH-dibenzo[b,d]pyran-10a-carboxylic acid), solid. Isolated yield 99.0%. RXN SMILES: [CH:1]1[C:10]2[C:9]3([C:15]([O:17]CC)=[O:16])[CH2:11][CH:12]=[CH:13][CH2:14][CH:8]3[CH2:7][O:6][C:5]=2[CH:4]=[CH:3][CH:2]=1.C[Si](C)(C)[O-].[K+].[CH2:26]1COC[CH2:27]1>>[CH2:26]([C:1]1[C:10]2[C:9]3([C:15]([OH:17])=[O:16])[CH2:11][CH:12]=[CH:13][CH2:14][CH:8]3[CH2:7][O:6][C:5]=2[CH:4]=[CH:3][CH:2]=1)[CH3:27] |f:1.2|. Procedure details: A solution of the compound from Example 16 (4.4 g, 17 mmol) and potassium trimethylsilanolate (4.36 g, 34 mmol) in 50 ml THF was refluxed for 2 hours. The precipitate was collected by filtration, dissolved in water and acidified with 1N HCl. After further workup, the title compound was obtained as a white solid (3.9 g, 99%). Reactants: ClC=1C=CC=C2C(=CC=NC12)NC1=C(C(=O)OC)C=C(C=C1)F (methyl 2-(8-chloro-4-quinolinylamino)-5-fluoro-benzoate), CN(CCO)C (2-dimethylamino-ethanol). Yields the product ClC=1C=CC=C2C(=CC=NC12)NC1=C(C(=O)OCCN(C)C)C=C(C=C1)F (2-dimethylamino-ethyl 2-(8-chloro-4-quinolinylamino)-5-fluoro-benzoate). RXN SMILES: [Cl:1][C:2]1[CH:3]=[CH:4][CH:5]=[C:6]2[C:11]=1[N:10]=[CH:9][CH:8]=[C:7]2[NH:12][C:13]1[CH:22]=[CH:21][C:20]([F:23])=[CH:19][C:14]=1[C:15]([O:17][CH3:18])=[O:16].[CH3:24][N:25]([CH3:29])[CH2:26]CO>>[Cl:1][C:2]1[CH:3]=[CH:4][CH:5]=[C:6]2[C:11]=1[N:10]=[CH:9][CH:8]=[C:7]2[NH:12][C:13]1[CH:22]=[CH:21][C:20]([F:23])=[CH:19][C:14]=1[C:15]([O:17][CH2:18][CH2:24][N:25]([CH3:29])[CH3:26])=[O:16]. Procedure: Using the procedure of Step B of Example 7, 6.61 g of the product of Step A and 4 ml of anhydrous 2-dimethylamino-ethanol were reacted to obtain 6.8 g of 2-dimethylamino-ethyl 2-(8-chloro-4-quinolinylamino)-5-fluoro-benzoate melting at 121°-122° C. 5.245 g of the said product were dissolved in 10 ml of anhydrous ethanol and 2.05 ml of an ethanol solution of 6.6 N hydrochloric acid were added thereto. The mixture was ice cooled and was vacuum filtered and the recovered product was washed with a 1... Reactants: C1(CCCCC1)C=1C2=C(N(C(N(N1)CC(=O)Cl)=O)CC(=O)C1CCCC1)C=CC=C2 ([5-cyclohexyl-1-(2-cyclopentyl-2-oxo-ethyl )-2-oxo-1,2-dihydro-benzo[e][1,2,4]triazepin-3-yl]-acetyl chloride), NC=1C=C(C=CC1)C=1NOC(N1)=O (3-(3-amino-phenyl)-2H-[1,2,4]oxadiazol-5-one). Yields the product C1(CCCCC1)C=1C2=C(N(C(N(N1)CC(=O)NC1=CC(=CC=C1)C=1NOC(N1)=O)=O)CC(=O)C1CCCC1)C=CC=C2 (2-[5-cyclohexyl-1-(2-cyclopentyl-2-oxo-ethyl)-2-oxo-1,2-dihydro-benzo[e][1,2,4]triazepin-3-yl]-N-[3-(5-oxo-2,5-dihydro-[1,2,4]oxadiazol-3-yl)-phenyl]-acetamide). As a reaction SMILES: [CH:1]1([C:7]2[C:8]3[CH:30]=[CH:29][CH:28]=[CH:27][C:9]=3[N:10]([CH2:19][C:20]([CH:22]3[CH2:26][CH2:25][CH2:24][CH2:23]3)=[O:21])[C:11](=[O:18])[N:12]([CH2:14][C:15](Cl)=[O:16])[N:13]=2)[CH2:6][CH2:5][CH2:4][CH2:3][CH2:2]1.[NH2:31][C:32]1[CH:33]=[C:34]([C:38]2[NH:39][O:40][C:41](=[O:43])[N:42]=2)[CH:35]=[CH:36][CH:37]=1>>[CH:1]1([C:7]2[C:8]3[CH:30]=[CH:29][CH:28]=[CH:27][C:9]=3[N:10]([CH2:19][C:20]([CH:22]3[CH2:26][CH2:25][CH2:24][CH2:23]3)=[O:21])[C:11](=[O:18])[N:12]([CH2:14][C:15]([NH:31][C:32]3[CH:37]=[CH:36][CH:35]=[C:34]([C:38]4[NH:39][O:40][C:41](=[O:43])[N:42]=4)[CH:33]=3)=[O:16])[N:13]=2)[CH2:6][CH2:5][CH2:4][CH2:3][CH2:2]1. Procedure: reacting the [5-cyclohexyl-1-(2-cyclopentyl-2-oxo-ethyl )-2-oxo-1,2-dihydro-benzo[e][1,2,4]triazepin-3-yl]-acetyl chloride with 3-(3-amino-phenyl)-2H-[1,2,4]oxadiazol-5-one; in an aprotic organic solvent; to yield 2-[5-cyclohexyl-1-(2-cyclopentyl-2-oxo-ethyl)-2-oxo-1,2-dihydro-benzo[e][1,2,4]triazepin-3-yl]-N-[3-(5-oxo-2,5-dihydro-[1,2,4]oxadiazol-3-yl)-phenyl]-acetamide, the compound of formula (Is). Starting materials: [OH-].[Na+] (NaOH), C(CCCCCCC)P(C1=CC=CC=C1)=O (octyl phenyl phosphine oxide), C(CCCCCCC)P(C1=CC=CC=C1)=O (octylphenyl phosphine oxide), C(C(C)C)N(C(CCl)=O)CC(C)C (N,N-diisobutylchloroacetamide), C(CCCCCCC)P(C1=CC=CC=C1)=O (octyl phenyl phosphine oxide), C(C(C)C)N(C(CCl)=O)CC(C)C (N,N-diisobutylchloroacetamide). The reagents and catalysts are CCCCCCCC[N+](C)(CCCCCCCC)CCCCCCCC.[Cl-] (Adogen 464). Solvent: C(Cl)Cl (CH2Cl2). Yields the product C(CCCCCCC)P(C(N(CC(C)C)CC(C)C)=O)(C1=CC=CC=C1)=O (Octylphenyl N,N-diisobutylcarbamoyl phosphine oxide), crude product. As a reaction SMILES: [CH2:1]([PH:9](=[O:16])[C:10]1[CH:15]=[CH:14][CH:13]=[CH:12][CH:11]=1)[CH2:2][CH2:3][CH2:4][CH2:5][CH2:6][CH2:7][CH3:8].[CH2:17]([N:21]([CH2:26][CH:27]([CH3:29])[CH3:28])[C:22](=[O:25])CCl)[CH:18]([CH3:20])[CH3:19].[OH-].[Na+]>CCCCCCCC[N+](CCCCCCCC)(CCCCCCCC)C.[Cl-].C(Cl)Cl>[CH2:1]([P:9](=[O:16])([C:10]1[CH:11]=[CH:12][CH:13]=[CH:14][CH:15]=1)[C:22](=[O:25])[N:21]([CH2:26][CH:27]([CH3:29])[CH3:28])[CH2:17][CH:18]([CH3:20])[CH3:19])[CH2:2][CH2:3][CH2:4][CH2:5][CH2:6][CH2:7][CH3:8] |f:2.3,4.5|. Procedure details: Octylphenyl N,N-diisobutylcarbamoyl phosphine oxide was prepared by reacting octylphenyl phosphine oxide with N,N-diisobutylchloroacetamide under basic conditions using phase transfer conditions. The octyl phenyl phosphine oxide (357.5 grams) was added over a two hour period to a solution of 308.5 grams of N,N-diisobutylchloroacetamide in 600 ml. of CH2Cl2 and 300 ml. of a 50% NaOH solution containing 3.5 grams of "Adogen 464." A stirring rate of 250 rpm and a temperature of 35° C. to 40° C. was...